From a dataset of the Open Reaction Database (ORD), a public repository of structured organic reaction records. describe an organic reaction: reactants, conditions, products, and yield The reactants are COC[C@H](C)OC1=CC=NC=C1 ((S)-4-(1-methoxypropan-2-yloxy)pyridine), C(C)(=O)O (acetic acid). The reagents and catalysts are [Rh] (Rhodium on alumina), [Pt](=O)=O (Platinum(IV) oxide). Run in CO (MeOH). Reaction conditions: temperature 100 celsius, time 48 hour. Yields the product COC[C@H](C)OC1CCNCC1 ((S)-4-(1-methoxypropan-2-yloxy)piperidine). The yield is 16.1%. Reaction SMILES: [CH3:1][O:2][CH2:3][C@@H:4]([O:6][C:7]1[CH:12]=[CH:11][N:10]=[CH:9][CH:8]=1)[CH3:5].C(O)(=O)C>CO.[Pt](=O)=O.[Rh]>[CH3:1][O:2][CH2:3][C@@H:4]([O:6][CH:7]1[CH2:8][CH2:9][NH:10][CH2:11][CH2:12]1)[CH3:5]. Reported procedure: (S)-4-(1-methoxypropan-2-yloxy)pyridine (91) (15 g, 89.71 mmol) and Platinum(IV) oxide in MeOH (50 mL) were stirred under an atmosphere of hydrogen at 50 bar and 80° C. for 16 hours. Analysis indicated no reaction, so 20 ml of acetic acid was added and the temperature increased to 100° C. and pressure increased to 80 bar for another 18 hrs, Still very little reaction observed. An aliquot of 5% Rhodium on alumina was added and the mixture heated overnight at 100° C., 80 bar. GCMS-2 indicated more... Yields the product CC(C)(C)c1cc(OCC(=O)O)cc(C(C)(C)C)c1O. Starting materials: CC(C)(C)OC(=O)COc1cc(C(C)(C)C)c(O)c(C(C)(C)C)c1, ClCCl, O=C(O)C(F)(F)F. RXN SMILES: [C:8]([CH3:9])([CH3:10])([CH3:11])[c:12]1[cH:13][c:14]([O:15][CH2:16][C:17](=[O:18])[O:19][C:20]([CH3:21])([CH3:22])[CH3:23])[cH:24][c:25]([C:28]([CH3:29])([CH3:30])[CH3:31])[c:26]1[OH:27].[Cl:32][CH2:33][Cl:34].[OH:1][C:2]([C:3]([F:4])([F:5])[F:6])=[O:7]>>[C:8]([CH3:9])([CH3:10])([CH3:11])[c:12]1[cH:13][c:14]([O:15][CH2:16][C:17](=[O:18])[OH:19])[cH:24][c:25]([C:28]([CH3:29])([CH3:30])[CH3:31])[c:26]1[OH:27]. Reactants: NC=1NC2=C(N1)C=CC=C2 (2-aminobenzimidazole), CC[O-].[Na+] (EtONa), C(C1=CC=CC=C1)Cl (benzyl chloride). Run in CCO (EtOH). Product: NC1=NC2=C(N1CC1=CC=CC=C1)C=CC=C2 (2-amino-1-benzylbenzimidazole). Yield: 38.9%. RXN SMILES: [NH2:1][C:2]1[NH:3][C:4]2[CH:10]=[CH:9][CH:8]=[CH:7][C:5]=2[N:6]=1.CC[O-].[Na+].[CH2:15](Cl)[C:16]1[CH:21]=[CH:20][CH:19]=[CH:18][CH:17]=1>CCO>[NH2:1][C:2]1[N:6]([CH2:15][C:16]2[CH:21]=[CH:20][CH:19]=[CH:18][CH:17]=2)[C:5]2[CH:7]=[CH:8][CH:9]=[CH:10][C:4]=2[N:3]=1 |f:1.2|. Procedure details: To a solution of 2-aminobenzimidazole (2) (Aldrich, 6 g., 45 mmol) in EtOH (10 mL) was added EtONa (21% in EtOH, 16.83 mL, 45 mmol) and benzyl chloride (5.70 mL, 50 mmol) and the brown solution was refluxed for 3 days under N2 gas. After cooling to room temperature, the reaction mixture was filtered through celite and concentrated in vacuo. The resulting brown solid was filtered hot in 300 mL acetone and crystallized from approximately 100 mL of acetone, and gave 3 as brown crystals (3.91 g., 39... Starting materials: C1(=C(C(=C(C(=C1F)F)F)N)F)N.Cl.Cl (dihydrochloride), Cl.Cl.OC1C(CNCC1)N1CCC2(CC1)CCCC1=CC=CC=C12 (1'-(4-Hydroxypiperidin-3-yl)-3,4-dihydrospiro[naphthalene-1(2H),4'-piperidine]dihydrochloride), C([O-])([O-])=O.[K+].[K+] (potassium carbonate), IC1=C(CCl)C=CC=C1 (2-iodobenzyl chloride). Run in CN(C)C=O (DMF), ClCCl (dichloromethane), O (Water). Reaction conditions: time 18 hour. The product is IC1=C(CN2CC(C(CC2)O)N2CCC3(CC2)CCCC2=CC=CC=C23)C=CC=C1 (1'-(1-(2-Iodobenzyl)-4-hydroxypiperidin-3-yl)-3,4-dihydrospiro[naphthalene-1(2H),4'-piperidine]). Reaction SMILES: C1(N)C(F)=C(F)C(F)=C(N)C=1F.Cl.Cl.Cl.Cl.[OH:17][CH:18]1[CH2:23][CH2:22][NH:21][CH2:20][CH:19]1[N:24]1[CH2:29][CH2:28][C:27]2([C:38]3[C:33](=[CH:34][CH:35]=[CH:36][CH:37]=3)[CH2:32][CH2:31][CH2:30]2)[CH2:26][CH2:25]1.C(=O)([O-])[O-].[K+].[K+].[I:45][C:46]1[CH:53]=[CH:52][CH:51]=[CH:50][C:47]=1[CH2:48]Cl>ClCCl.O.CN(C=O)C>[I:45][C:46]1[CH:53]=[CH:52][CH:51]=[CH:50][C:47]=1[CH2:48][N:21]1[CH2:22][CH2:23][CH:18]([OH:17])[CH:19]([N:24]2[CH2:29][CH2:28][C:27]3([C:38]4[C:33](=[CH:34][CH:35]=[CH:36][CH:37]=4)[CH2:32][CH2:31][CH2:30]3)[CH2:26][CH2:25]2)[CH2:20]1 |f:0.1.2,3.4.5,6.7.8|. Procedure: A mixture of the dihydrochloride of 21c (250 mg, 0.67 mmol), DMF (10 mL), potassium carbonate (463 mg, 3.35 mmol) and 2-iodobenzyl chloride (1.00 mmol), 254 mg) was stirred at room temperature for 18 h. Water (25 mL) and dichloromethane (2×25 mL) were added and the organic layer was extracted, washed with brine (25 mL), dried (Na2SO4) and concentrated. The crude product was purified by chromatography (silica gel, hexanes/ethyl acetate, 50/50) to afford 13c as a yellow oil. The latter was convert... Starting materials: COC(=O)NC(=S)Nc1ccc([N+](=O)[O-])cc1NC(=S)NC(=O)OC, CO, [Cl-], [Fe], O, O, O, O, O. The product is COC(=O)NC(=S)Nc1ccc(N)cc1NC(=S)NC(=O)OC. Reaction SMILES: [CH3:1][O:2][C:3](=[O:4])[NH:5][C:6]([NH:7][c:8]1[c:9]([NH:17][C:18](=[S:19])[NH:20][C:21](=[O:22])[O:23][CH3:24])[cH:10][c:11]([N+:14]([O-:15])=[O:16])[cH:12][cH:13]1)=[S:25].[CH3:31][OH:32].[Cl-:30].[Fe:34].[OH2:26].[OH2:27].[OH2:28].[OH2:29].[OH2:33]>>[CH3:1][O:2][C:3](=[O:4])[NH:5][C:6]([NH:7][c:8]1[c:9]([NH:17][C:18](=[S:19])[NH:20][C:21](=[O:22])[O:23][CH3:24])[cH:10][c:11]([NH2:14])[cH:12][cH:13]1)=[S:25]. Starting materials: BrC[C@H](CN1S(N(C2=C1C=CC=C2)C2=C(C=CC=C2)F)(=O)=O)C (1-[(2S)-3-bromo-2-methylpropyl]-3-(2-fluorophenyl)-1,3-dihydro-2,1,3-benzothiadiazole 2,2-dioxide), FC1=C(C=CC=C1)N1S(NC2=C1C=CC=C2)(=O)=O (1-(2-fluorophenyl)-1,3-dihydro-2,1,3-benzothiadiazole 2,2-dioxide), BrC[C@H](CO)C ((S)-3-bromo-2-methylpropan-1-ol). Yields the product FC1=C(C=CC=C1)N1S(N(C2=C1C=CC=C2)C[C@@H](CNC)C)(=O)=O ((2R)-3-[3-(2-fluorophenyl)-2,2-dioxido-2,1,3-benzothiadiazol-1(3H)-yl]-N,2-dimethylpropan-1-amine). Reaction SMILES: Br[CH2:2][C@@H:3]([CH3:23])[CH2:4][N:5]1[C:9]2[CH:10]=[CH:11][CH:12]=[CH:13][C:8]=2[N:7]([C:14]2[CH:19]=[CH:18][CH:17]=[CH:16][C:15]=2[F:20])[S:6]1(=[O:22])=[O:21].FC1C=CC=C[C:26]=1[N:31]1C2C=CC=CC=2NS1(=O)=O.BrC[C@@H](C)CO>>[F:20][C:15]1[CH:16]=[CH:17][CH:18]=[CH:19][C:14]=1[N:7]1[C:8]2[CH:13]=[CH:12][CH:11]=[CH:10][C:9]=2[N:5]([CH2:4][C@H:3]([CH3:23])[CH2:2][NH:31][CH3:26])[S:6]1(=[O:22])=[O:21]. Reported procedure: In an analogous manner to Example 19, step 1, 1-[(2S)-3-bromo-2-methylpropyl]-3-(2-fluorophenyl)-1,3-dihydro-2,1,3-benzothiadiazole 2,2-dioxide was prepared from 1-(2-fluorophenyl)-1,3-dihydro-2,1,3-benzothiadiazole 2,2-dioxide and (S)-3-bromo-2-methylpropan-1-ol giving 0.26 g of the desired product. Starting materials: C(C)OC(C1=C(C(=NC=C1)C)Cl)=O (3-chloro-2-methylisonicotinic acid ethyl ester), CON=C1COC2=CN=CC(=C21)Cl (4-chlorofuro[2,3-c]pyridin-3(2H)-one O-methyl oxime). Product: CON=C1COC2=CN=CC(=C21)C (4-methylfuro[2,3-c]pyridin-3(2H)-one O-methyl oxime). Reaction SMILES: [CH2:1](OC(=O)C1C=CN=C(C)C=1Cl)C.[CH3:14][O:15][N:16]=[C:17]1[C:25]2[C:20](=[CH:21][N:22]=[CH:23][C:24]=2Cl)[O:19][CH2:18]1>>[CH3:14][O:15][N:16]=[C:17]1[C:25]2[C:20](=[CH:21][N:22]=[CH:23][C:24]=2[CH3:1])[O:19][CH2:18]1. Procedure details: This compound was prepared using a method analogous to that of 3-chloro-2-methylisonicotinic acid ethyl ester (A.2.5.2), 4-chlorofuro[2,3-c]pyridin-3(2H)-one O-methyl oxime replacing 2,3-dichloroisonicotinic acid ethyl ester. Purification by CC using Hept/EtOAc (9/1 to 1/1) gives a white solid; Reactants: O=C(C=1C=CC=CC1C(F)(F)F)N(CCCCCC)CCCCCC. The reagents and catalysts are O1B(OC(C)(C)CC1C)B2OC(C)CC(O2)(C)C, O=C(NC=1C=CC=CC1C=2C=NC(=CC2)C3=NC=CC=C3)NC4CCCCC4, C[OH2+].C[OH2+].C1CC=CCCC=C1.C1CC=CCCC=C1.[Ir].[Ir]. Solvent: C=1C=C(C=CC1C)C. Conditions: temperature 25 celsius, time 16 hour. Yields the product O=C(C1=CC(=CC=C1C(F)(F)F)B2OC(C)CC(O2)(C)C)N(CCCCCC)CCCCCC, O=C(C1=CC=C(C=C1C(F)(F)F)B2OC(C)CC(O2)(C)C)N(CCCCCC)CCCCCC. Yield: 13.0%. Reactants: COCCOC, Cc1ccc(S(=O)(=O)n2c(-c3cn(C)c4ccc(C=O)cc34)cc3cccnc32)cc1, CCOC(=O)CP(=O)(OCC)OCC, [H-], [Na+], O. Product: CCOC(=O)C=Cc1ccc2c(c1)c(-c1cc3cccnc3n1S(=O)(=O)c1ccc(C)cc1)cn2C. As a reaction SMILES: [CH2:49]([CH2:50][O:51][CH3:52])[O:53][CH3:54].[CH3:17][n:18]1[cH:19][c:20](-[c:29]2[cH:30][c:31]3[c:32]([n:33][cH:34][cH:35][cH:36]3)[n:37]2[S:38](=[O:39])(=[O:40])[c:41]2[cH:42][cH:43][c:44]([CH3:47])[cH:45][cH:46]2)[c:21]2[cH:22][c:23]([CH:27]=[O:28])[cH:24][cH:25][c:26]12.[CH3:1][CH2:2][O:3][C:4](=[O:5])[CH2:6][P:7]([O:8][CH2:9][CH3:10])([O:11][CH2:12][CH3:13])=[O:14].[H-:15].[Na+:16].[OH2:48]>>[CH3:1][CH2:2][O:3][C:4](=[O:5])[CH:6]=[CH:27][c:23]1[cH:22][c:21]2[c:20](-[c:29]3[cH:30][c:31]4[c:32]([n:33][cH:34][cH:35][cH:36]4)[n:37]3[S:38](=[O:39])(=[O:40])[c:41]3[cH:42][cH:43][c:44]([CH3:47])[cH:45][cH:46]3)[cH:19][n:18]([CH3:17])[c:26]2[cH:25][cH:24]1.